The task is: describe an organic reaction: reactants, conditions, products, and yield. This data is from the Open Reaction Database (ORD), a public repository of structured organic reaction records. Starting materials: resultant solution, S1C=C(C=C1)CO (3-thiophenemethanol), [H-].[Na+] (sodium hydride), ClC1=NC(=CC(=C1)SC)Cl (2,6- dichloro-4-methylmercaptopyridine). Run in O1CCCC1 (tetrahydrofuran). Product: ClC1=NC(=CC(=C1)SC)OCC1=CSC=C1 (2-chloro-4-methylmercapto-6-(3-thienylmethyloxy)pyridine). Reaction SMILES: [S:1]1[CH:5]=[CH:4][C:3]([CH2:6][OH:7])=[CH:2]1.[H-].[Na+].[Cl:10][C:11]1[CH:16]=[C:15]([S:17][CH3:18])[CH:14]=[C:13](Cl)[N:12]=1>O1CCCC1>[Cl:10][C:11]1[CH:16]=[C:15]([S:17][CH3:18])[CH:14]=[C:13]([O:7][CH2:6][C:3]2[CH:4]=[CH:5][S:1][CH:2]=2)[N:12]=1 |f:1.2|. Procedure details: To a solution containing 3-thiophenemethanol (0.56 g, 0.0041×1.2 mol) and sodium hydride (0.17 g, (ca.60% in mineral oil), 0.0041×1.05 mol) in tetrahydrofuran, 2,6- dichloro-4-methylmercaptopyridine (0.80 g, 0. 0041 mol) was added, and the resultant solution was refluxed for about 2 hours. The reactants are CCO, Cc1ccc(Oc2ccncc2[N+](=O)[O-])cn1, [Cl-], [Fe], [NH4+], O. Product: Cc1ccc(Oc2ccncc2N)cn1. Reaction SMILES: [CH3:20][CH2:21][OH:22].[CH3:3][c:4]1[cH:5][cH:6][c:7]([O:10][c:11]2[c:12]([N+:17]([O-:18])=[O:19])[cH:13][n:14][cH:15][cH:16]2)[cH:8][n:9]1.[Cl-:1].[Fe:24].[NH4+:2].[OH2:23]>>[CH3:3][c:4]1[cH:5][cH:6][c:7]([O:10][c:11]2[c:12]([NH2:17])[cH:13][n:14][cH:15][cH:16]2)[cH:8][n:9]1.